Task: describe an organic reaction: reactants, conditions, products, and yield. Dataset: the Open Reaction Database (ORD), a public repository of structured organic reaction records Starting materials: CCCCP(CCCC)CCCC, O=C(N=NC(=O)N1CCCCC1)N1CCCCC1, O=C1SC(Cc2ccc(O)cc2)C(=O)N1C(c1ccccc1)(c1ccccc1)c1ccccc1, Cn1c(CO)nc2ccc(-c3ccccc3)nc21, c1ccccc1. Yields the product Cn1c(COc2ccc(CC3SC(=O)N(C(c4ccccc4)(c4ccccc4)c4ccccc4)C3=O)cc2)nc2ccc(-c3ccccc3)nc21. As a reaction SMILES: [CH2:53]([P:54]([CH2:55][CH2:56][CH2:57][CH3:58])[CH2:59][CH2:60][CH2:61][CH3:62])[CH2:63][CH2:64][CH3:65].[N:66]([C:67]([N:68]1[CH2:69][CH2:70][CH2:71][CH2:72][CH2:73]1)=[O:74])=[N:75][C:76]([N:77]1[CH2:78][CH2:79][CH2:80][CH2:81][CH2:82]1)=[O:83].[OH:19][c:20]1[cH:21][cH:22][c:23]([CH2:24][CH:25]2[C:26](=[O:50])[N:27]([C:31]([c:32]3[cH:33][cH:34][cH:35][cH:36][cH:37]3)([c:38]3[cH:39][cH:40][cH:41][cH:42][cH:43]3)[c:44]3[cH:45][cH:46][cH:47][cH:48][cH:49]3)[C:28](=[O:30])[S:29]2)[cH:51][cH:52]1.[OH:1][CH2:2][c:3]1[n:4]([CH3:18])[c:5]2[n:6][c:7](-[c:12]3[cH:13][cH:14][cH:15][cH:16][cH:17]3)[cH:8][cH:9][c:10]2[n:11]1.[cH:84]1[cH:85][cH:86][cH:87][cH:88][cH:89]1>>[O:1]([CH2:2][c:3]1[n:4]([CH3:18])[c:5]2[n:6][c:7](-[c:12]3[cH:13][cH:14][cH:15][cH:16][cH:17]3)[cH:8][cH:9][c:10]2[n:11]1)[c:20]1[cH:21][cH:22][c:23]([CH2:24][CH:25]2[C:26](=[O:50])[N:27]([C:31]([c:32]3[cH:33][cH:34][cH:35][cH:36][cH:37]3)([c:38]3[cH:39][cH:40][cH:41][cH:42][cH:43]3)[c:44]3[cH:45][cH:46][cH:47][cH:48][cH:49]3)[C:28](=[O:30])[S:29]2)[cH:51][cH:52]1. Reactants: C1=NC=CC2=CC=CC=C12 (isoquinoline), raw material, C1=NC=CC2=CC=CC=C12 (isoquinoline), hydrogenated isoquinoline. Reagents/catalysts: [Ru] (ruthenium). Product: C1NCCC2CCCCC12 (decahydroisoquinoline). RXN SMILES: [CH:1]1[C:10]2[C:5](=[CH:6][CH:7]=[CH:8][CH:9]=2)[CH:4]=[CH:3][N:2]=1>[Ru]>[CH2:1]1[CH:10]2[CH:5]([CH2:6][CH2:7][CH2:8][CH2:9]2)[CH2:4][CH2:3][NH:2]1. Procedure details: In this invention, when synthetic isoquinoline or refined coal tar isoquinoline or partially hydrogenated isoquinoline is used as the raw material, it is hydrogenated in its unmodified form in the presence of a ruthenium catalyst to produce decahydroisoquinoline. The reactants are C(C)OC=1C(C(C1NC(C)(C)C)=O)=O (3-ethoxy-4-(tert-butylamino)-cyclobut-3-ene-1,2-dione), FC1=CC(=C(CN)C=C1)C(F)(F)F (4-fluoro-2-trifluoromethylbenzylamine). Run in C1CCOC1 (THF). Conditions: time 12 hour. The product is C(C)(C)(C)NC=1C(C(C1NCC1=C(C=C(C=C1)F)C(F)(F)F)=O)=O (3-tert-butylamino-4-(4-fluoro-2-trifluoromethyl-benzylamino)-cyclobut-3-ene-1,2-dione). The yield is 45.0%. RXN SMILES: C(O[C:4]1[C:5](=[O:14])[C:6](=[O:13])[C:7]=1[NH:8][C:9]([CH3:12])([CH3:11])[CH3:10])C.[F:15][C:16]1[CH:23]=[CH:22][C:19]([CH2:20][NH2:21])=[C:18]([C:24]([F:27])([F:26])[F:25])[CH:17]=1>C1COCC1>[C:9]([NH:8][C:7]1[C:6](=[O:13])[C:5](=[O:14])[C:4]=1[NH:21][CH2:20][C:19]1[CH:22]=[CH:23][C:16]([F:15])=[CH:17][C:18]=1[C:24]([F:27])([F:25])[F:26])([CH3:10])([CH3:11])[CH3:12]. Procedure: To a room temperature solution of (0.7 g, 3.55 mmol) of 3-ethoxy-4-(tert-butylamino)-cyclobut-3-ene-1,2-dione and THF (30 mL) was added (0.73 g, 3.78 mmol) of the 4-fluoro-2-trifluoromethylbenzylamine via a syringe. The resulting mixture was stirred at room temperature for 12 hours. After concentration in vacuo, the resulting white solid was recrystallized from hot acetonitrile to give 0.55 gm (52%) of 3-tert-butylamino-4-(4-fluoro-2-trifluoromethyl-benzylamino)-cyclobut-3-ene-1,2-dione as a whi... Reactants: CCOC(=O)NN, N#Cc1ccc(-c2ccc(Cl)nn2)cc1, CCCCO. The product is CCOC(=O)NNc1ccc(-c2ccc(C#N)cc2)nn1. Reaction SMILES: [C:16]([NH:17][NH2:18])(=[O:19])[O:20][CH2:21][CH3:22].[C:1](#[N:2])[c:3]1[cH:4][cH:5][c:6](-[c:9]2[cH:10][cH:11][c:12]([Cl:15])[n:13][n:14]2)[cH:7][cH:8]1.[CH2:23]([OH:24])[CH2:25][CH2:26][CH3:27]>>[C:1](#[N:2])[c:3]1[cH:4][cH:5][c:6](-[c:9]2[cH:10][cH:11][c:12]([NH:18][NH:17][C:16](=[O:19])[O:20][CH2:21][CH3:22])[n:13][n:14]2)[cH:7][cH:8]1. Reactants: COCCOc1cc2nc[nH]c(=O)c2cc1OCCOC, Cc1ccccc1, O=P(Cl)(Cl)Cl. The product is COCCOc1cc2ncnc(Cl)c2cc1OCCOC. RXN SMILES: [CH3:1][O:2][CH2:3][CH2:4][O:5][c:6]1[cH:7][c:8]2[c:9](=[O:21])[nH:10][cH:11][n:12][c:13]2[cH:14][c:15]1[O:16][CH2:17][CH2:18][O:19][CH3:20].[CH3:27][c:28]1[cH:29][cH:30][cH:31][cH:32][cH:33]1.[P:22]([Cl:23])([Cl:24])([Cl:25])=[O:26]>>[CH3:1][O:2][CH2:3][CH2:4][O:5][c:6]1[cH:7][c:8]2[c:9]([Cl:24])[n:10][cH:11][n:12][c:13]2[cH:14][c:15]1[O:16][CH2:17][CH2:18][O:19][CH3:20]. The reactants are C1CCCC=2C=CC=3C=4N(C21)C2=C(C4CCC3)C=NC=C2 (1,2,3,4,8,9-hexahydropyrido[4', 3':2,3] indolo[1,7-ab][1]benzazepine), CN(C=O)C (dimethylformamide), ClC(C)C1CC1 ((1-chloroethyl)cyclopropane), C([O-])(O)=O.[Na+] (sodium bicarbonate). Run in O (water). Product: Cl.C1(CC1)C(C)C1CCC2=C(C=CC=3C=4N2C2=C(C4CCC3)C=NC=C2)C1 (3-(1-cyclopropylethyl)-1,2,3,4,8,9-hexahydropyrido[4',3':2,3]indolo[1,7-ab][1]benzazepine hydrochloride). Reaction SMILES: [CH2:1]1[C:11]2[N:10]3[C:12]4[CH:21]=[CH:20][N:19]=[CH:18][C:13]=4[C:14]4[CH2:15][CH2:16][CH:17]=[C:8]([C:9]=43)[CH:7]=[CH:6][C:5]=2[CH2:4][CH2:3][CH2:2]1.[Cl:22][CH:23]([CH:25]1[CH2:27][CH2:26]1)[CH3:24].C(=O)(O)[O-].[Na+].CN(C)C=O>O>[ClH:22].[CH:25]1([CH:23]([CH:3]2[CH2:4][C:5]3[CH:6]=[CH:7][C:8]4[C:9]5[N:10]([C:12]6[CH:21]=[CH:20][N:19]=[CH:18][C:13]=6[C:14]=5[CH2:15][CH2:16][CH:17]=4)[C:11]=3[CH2:1][CH2:2]2)[CH3:24])[CH2:27][CH2:26]1 |f:2.3,6.7|. Procedure: A mixture of 5.5 g. of the product of Example 1, 2.3 g. of (1-chloroethyl)cyclopropane and 3.0 g. of sodium bicarbonate in 100 ml. of dimethylformamide is heated to 70°, with continued stirring, overnight, and the reaction mixture is then poured into water and extracted with ether. The extract is dried, evaporated to dryness, and the residue is dissolved in benzene and chromatographed. The eluate is then evaporated to dryness, the residue dissolved in absolute alcohol, treated with alcoholic hyd...